Task: describe an organic reaction: reactants, conditions, products, and yield. Dataset: the Open Reaction Database (ORD), a public repository of structured organic reaction records Product: C(C)(C)(C)C1=NN=C(S1)NN=CC1=CC=CC=C1 (benzaldehyde 5-t-butyl-1,3,4-thiadiazolyl hydrazone). Procedure: A solution of benzaldehyde (5.3 g) in methanol (25 ml) was added to a solution of 2-hydrazino-5-t-butyl-1,3,4-thiadiazole (8.5 g) in methanol (40 ml). The mixture was stirred for 30 minutes, poured into water (100 ml) and filtered. The solid was crystallised from ethanol to give benzaldehyde 5-t-butyl-1,3,4-thiadiazolyl hydrazone (8.2 g, 63%) as a white powder, mp 195°-196° C. Starting materials: O (water), C(C1=CC=CC=C1)=O (benzaldehyde), N(N)C=1SC(=NN1)C(C)(C)C (2-hydrazino-5-t-butyl-1,3,4-thiadiazole). Run at time 30 minute. Yield: 63.8%. The solvent is CO (methanol), CO (methanol). As a reaction SMILES: [CH:1](=O)[C:2]1[CH:7]=[CH:6][CH:5]=[CH:4][CH:3]=1.[NH:9]([C:11]1[S:12][C:13]([C:16]([CH3:19])([CH3:18])[CH3:17])=[N:14][N:15]=1)[NH2:10].O>CO>[C:16]([C:13]1[S:12][C:11]([NH:9][N:10]=[CH:1][C:2]2[CH:7]=[CH:6][CH:5]=[CH:4][CH:3]=2)=[N:15][N:14]=1)([CH3:19])([CH3:17])[CH3:18]. Reactants: CC(=O)O, COC(=O)C1Cc2cc(OC)ccc2C1=O, [O-][Cl+3]([O-])([O-])O. The product is COC(=O)C1Cc2ccc(OC)cc2C1. RXN SMILES: [CH3:17][C:18](=[O:19])[OH:20].[CH3:1][O:2][c:3]1[cH:4][c:5]2[c:9]([cH:10][cH:11]1)[C:8](=[O:12])[CH:7]([C:13](=[O:14])[O:15][CH3:16])[CH2:6]2.[Cl+3:21]([OH:22])([O-:23])([O-:24])[O-:25]>>[CH3:1][O:2][c:3]1[cH:4][c:5]2[c:9]([cH:10][cH:11]1)[CH2:8][CH:7]([C:13](=[O:14])[O:15][CH3:16])[CH2:6]2.